This data is from the Open Reaction Database (ORD), a public repository of structured organic reaction records. The task is: describe an organic reaction: reactants, conditions, products, and yield The reactants are OC=1C=C(C=CC1)CC(=O)OC (methyl 3-hydroxyphenylacetate), BrCC(C)=O (bromoacetone), C([O-])([O-])=O.[K+].[K+] (potassium carbonate). The solvent is CN(C=O)C (dimethylformamide). Product: O=C(COC=1C=C(C=CC1)CC(=O)OC)C (Methyl 3-(2-oxopropoxy)phenylacetate). As a reaction SMILES: [OH:1][C:2]1[CH:3]=[C:4]([CH2:8][C:9]([O:11][CH3:12])=[O:10])[CH:5]=[CH:6][CH:7]=1.Br[CH2:14][C:15](=[O:17])[CH3:16].C(=O)([O-])[O-].[K+].[K+]>CN(C)C=O>[O:17]=[C:15]([CH3:16])[CH2:14][O:1][C:2]1[CH:3]=[C:4]([CH2:8][C:9]([O:11][CH3:12])=[O:10])[CH:5]=[CH:6][CH:7]=1 |f:2.3.4|. Reported procedure: Following a procedure similar to that described in Preparation 3, but using 2.8 g of methyl 3-hydroxyphenylacetate, 3.5 g of bromoacetone, 4 g of potassium carbonate and 30 ml of dimethylformamide, the title compound was obtained having an Rf=0.41 (thin layer chromatography over silica gel, using a 2:5 by volume mixture of ethyl acetate and hexane as the developing solvent). The reactants are ClC1=CC=C(C=C1)S(=O)(=O)NC(C(=O)NC1=CC(=CC=C1)C(=O)OCC)COC=1C=NC=CC1 ((RS)-2-(4-chlorobenzenesulfonylamino)-N-(3-ethoxycarbonylphenyl)-3-(pyridin-3-yloxy)propanamide), Cl (HCl). Yields the product Cl.C(=O)(O)C=1C=C(C=CC1)NC(C(COC=1C=NC=CC1)NS(=O)(=O)C1=CC=C(C=C1)Cl)=O ((RS)-N-(3-carboxyphenyl)-2-(4-chlorobenzenesulfonylamino)-3-(pyridin-3-yloxy)propanamide hydrochloride). Isolated yield 109.9%. As a reaction SMILES: [Cl:1][C:2]1[CH:7]=[CH:6][C:5]([S:8]([NH:11][CH:12]([CH2:27][O:28][C:29]2[CH:30]=[N:31][CH:32]=[CH:33][CH:34]=2)[C:13]([NH:15][C:16]2[CH:21]=[CH:20][CH:19]=[C:18]([C:22]([O:24]CC)=[O:23])[CH:17]=2)=[O:14])(=[O:10])=[O:9])=[CH:4][CH:3]=1.Cl>>[ClH:1].[C:22]([C:18]1[CH:17]=[C:16]([NH:15][C:13](=[O:14])[CH:12]([NH:11][S:8]([C:5]2[CH:4]=[CH:3][C:2]([Cl:1])=[CH:7][CH:6]=2)(=[O:10])=[O:9])[CH2:27][O:28][C:29]2[CH:30]=[N:31][CH:32]=[CH:33][CH:34]=2)[CH:21]=[CH:20][CH:19]=1)([OH:24])=[O:23] |f:2.3|. Procedure details: The procedure described in Example 115 was repeated, except that (RS)-2-(4-chlorobenzenesulfonylamino)-N-(3-ethoxycarbonylphenyl)-3-(pyridin-3-yloxy)propanamide (41.7 mg) was hydrolyzed, and then reacted with HCl to obtain (RS)-N-(3-carboxyphenyl)-2-(4-chlorobenzenesulfonylamino)-3-(pyridin-3-yloxy)propanamide hydrochloride (23.3 mg). Starting materials: ClCCl, CN(C)C=O, O=S(Cl)Cl, C=CCC(C(=O)O)(c1ccc(C)cc1)c1ccc(C)cc1. Product: Cc1ccc(C2(c3ccc(C)cc3)CC=CC2=O)cc1. RXN SMILES: [CH2:31]([Cl:32])[Cl:33].[CH3:26][N:27]([CH3:28])[CH:29]=[O:30].[S:22]([Cl:23])([Cl:24])=[O:25].[c:1]1([CH3:21])[cH:2][cH:3][c:4]([C:7]([C:8](=[O:9])[OH:10])([CH2:11][CH:12]=[CH2:13])[c:14]2[cH:15][cH:16][c:17]([CH3:20])[cH:18][cH:19]2)[cH:5][cH:6]1>>[c:1]1([CH3:21])[cH:2][cH:3][c:4]([C:7]2([c:14]3[cH:15][cH:16][c:17]([CH3:20])[cH:18][cH:19]3)[C:8](=[O:9])[CH:13]=[CH:12][CH2:11]2)[cH:5][cH:6]1. The reactants are C(C1=CC=CC=C1)OC(NCCCCC1=CC=C(C=C1)C(NCCNC(=O)OC(C)(C)C)=O)=O (4-[4-(2-tert-Butoxycarbonylaminoethylcarbamoyl)phenyl]butylcarbamic acid benzyl ester), [H][H] (hydrogen). Reagents/catalysts: [Pd] (palladium on carbon). Run in CO (methanol). The product is C(C)(C)(C)OC(NCCNC(C1=CC=C(C=C1)CCCCN)=O)=O ({2-[4-(4-Aminobutyl)benzoylamino]ethyl}carbamic acid tert-butyl ester). Isolated yield 62.9%. Reaction SMILES: C(OC(=O)[NH:10][CH2:11][CH2:12][CH2:13][CH2:14][C:15]1[CH:20]=[CH:19][C:18]([C:21](=[O:33])[NH:22][CH2:23][CH2:24][NH:25][C:26]([O:28][C:29]([CH3:32])([CH3:31])[CH3:30])=[O:27])=[CH:17][CH:16]=1)C1C=CC=CC=1.[H][H]>[Pd].CO>[C:29]([O:28][C:26](=[O:27])[NH:25][CH2:24][CH2:23][NH:22][C:21](=[O:33])[C:18]1[CH:19]=[CH:20][C:15]([CH2:14][CH2:13][CH2:12][CH2:11][NH2:10])=[CH:16][CH:17]=1)([CH3:32])([CH3:30])[CH3:31]. Procedure details: A suspension of 32 (0.9 g, 1.92 mmol) with 10% palladium on carbon (0.30 g, wet) in methanol (50 mL) was stirred for 2 h at room temperature under atmospheric pressure of hydrogen. The mixture was then filtered through a silica gel pad. The solvent was evaporated and the residue was purified by Flash™ (BIOTAGE, Inc) (90 g silica gel cartridge 40M, 6:1:0.1 chloroform/ethanol/concentrated ammonium hydroxide) to provide 33 (0.405 g, 63%) as a white solid. 1H NMR (300 MHz, DMSO-d6) δ 1.08 (m, 2H), 1... Reactants: Clc1cc(N2CCOCC2)n2nc(-c3ccc(Br)cc3)cc2n1, CC(C)(C)P(C(C)(C)C)C(C)(C)C, CC(C)(C)[O-], Cc1ccccc1, O=C(C=Cc1ccccc1)C=Cc1ccccc1, O=C(C=Cc1ccccc1)C=Cc1ccccc1, O=C(C=Cc1ccccc1)C=Cc1ccccc1, [Na+], O, [Pd], [Pd], C1CSCCN1. Yields the product Clc1cc(N2CCOCC2)n2nc(-c3ccc(N4CCSCC4)cc3)cc2n1. As a reaction SMILES: [Br:1][c:2]1[cH:3][cH:4][c:5](-[c:8]2[n:9][n:10]3[c:11]([n:12][c:13]([Cl:22])[cH:14][c:15]3[N:16]3[CH2:17][CH2:18][O:19][CH2:20][CH2:21]3)[cH:23]2)[cH:6][cH:7]1.[C:30]([P:31]([C:32]([CH3:33])([CH3:34])[CH3:35])[C:36]([CH3:37])([CH3:38])[CH3:39])([CH3:40])([CH3:41])[CH3:42].[CH3:24][C:25]([CH3:26])([O-:27])[CH3:28].[CH3:49][c:50]1[cH:51][cH:52][cH:53][cH:54][cH:55]1.[CH:58](=[CH:59][C:60]([CH:61]=[CH:62][c:63]1[cH:64][cH:65][cH:66][cH:67][cH:68]1)=[O:69])[c:70]1[cH:71][cH:72][cH:73][cH:74][cH:75]1.[CH:76](=[CH:77][C:78]([CH:79]=[CH:80][c:81]1[cH:82][cH:83][cH:84][cH:85][cH:86]1)=[O:87])[c:88]1[cH:89][cH:90][cH:91][cH:92][cH:93]1.[CH:94](=[CH:95][C:96]([CH:97]=[CH:98][c:99]1[cH:100][cH:101][cH:102][cH:103][cH:104]1)=[O:105])[c:106]1[cH:107][cH:108][cH:109][cH:110][cH:111]1.[Na+:29].[OH2:112].[Pd:56].[Pd:57].[S:43]1[CH2:44][CH2:45][NH:46][CH2:47][CH2:48]1>>[c:2]1([N:46]2[CH2:45][CH2:44][S:43][CH2:48][CH2:47]2)[cH:3][cH:4][c:5](-[c:8]2[n:9][n:10]3[c:11]([n:12][c:13]([Cl:22])[cH:14][c:15]3[N:16]3[CH2:17][CH2:18][O:19][CH2:20][CH2:21]3)[cH:23]2)[cH:6][cH:7]1. The reactants are O=C([O-])O, CN(C)C=O, CCC(=O)Nc1nc(CCl)cs1, [Na+], O, c1ccc(C(OC2CCNCC2)c2ccccc2)cc1. Product: CCC(=O)Nc1nc(CN2CCC(OC(c3ccccc3)c3ccccc3)CC2)cs1. Reaction SMILES: [C:33](=[O:34])([OH:35])[O-:36].[CH3:39][N:40]([CH3:41])[CH:42]=[O:43].[Cl:1][CH2:2][c:3]1[n:4][c:5]([NH:8][C:9]([CH2:10][CH3:11])=[O:12])[s:6][cH:7]1.[Na+:37].[OH2:38].[c:13]1([CH:19]([O:20][CH:21]2[CH2:22][CH2:23][NH:24][CH2:25][CH2:26]2)[c:27]2[cH:28][cH:29][cH:30][cH:31][cH:32]2)[cH:14][cH:15][cH:16][cH:17][cH:18]1>>[CH2:2]([c:3]1[n:4][c:5]([NH:8][C:9]([CH2:10][CH3:11])=[O:12])[s:6][cH:7]1)[N:24]1[CH2:23][CH2:22][CH:21]([O:20][CH:19]([c:13]2[cH:14][cH:15][cH:16][cH:17][cH:18]2)[c:27]2[cH:28][cH:29][cH:30][cH:31][cH:32]2)[CH2:26][CH2:25]1.